This data is from the Open Reaction Database (ORD), a public repository of structured organic reaction records. The task is: describe an organic reaction: reactants, conditions, products, and yield Starting materials: IC1=CC=CC=C1 (iodobenzene), IC1=CC=C(C=C1)OC (4-iodoanisole), CC=1C=C(C=C(C1)C)O (3,5-dimethylphenol), CC=1C=C(C=C(C1)C)O (3,5-dimethylphenol). The product is COC1=CC=C(C=C1)OC1=CC(=CC(=C1)C)C (3.5-dimethylphenyl 4-methoxyphenyl ether). Reaction SMILES: [CH3:1][C:2]1[CH:3]=[C:4]([OH:9])[CH:5]=[C:6]([CH3:8])[CH:7]=1.IC1C=CC=CC=1.I[C:18]1[CH:23]=[CH:22][C:21]([O:24][CH3:25])=[CH:20][CH:19]=1>>[CH3:25][O:24][C:21]1[CH:22]=[CH:23][C:18]([O:9][C:4]2[CH:5]=[C:6]([CH3:8])[CH:7]=[C:2]([CH3:1])[CH:3]=2)=[CH:19][CH:20]=1. Reported procedure: Example 3.1 was repeated, replacing the phenol with 244 mg of 3,5-dimethylphenol (2 mmoles) and the iodobenzene with 655 mg of 4-iodoanisole (2.8 mmoles), the latter being added at the same time as the 3,5-dimethylphenol, and taking the reaction time to 48 hours. Reactants: mesylate salt, free base, ClC1=CC=C(C=C1)C1=C2C(=NN1CCCN(C)C)C1=CC=CC=C1C2 (3-(4-chlorophenyl)-N,N-dimethylindeno[1,2-c]pyrazole-2(4H)-propanamine), CS(=O)(=O)O (MeSO3H). Solvent: CC#N (MeCN), CC#N (MeCN). The product is CS(=O)(=O)O.ClC1=CC=C(C=C1)C1=C2C(=NN1CCCN(C)C)C1=CC=CC=C1C2 (3-(4-Chlorophenyl)-N,N-dimethylindeno[1,2-c]-pyrazole-2(4H)-propanamine, methanesulfonate salt). As a reaction SMILES: [Cl:1][C:2]1[CH:7]=[CH:6][C:5]([C:8]2[N:12]([CH2:13][CH2:14][CH2:15][N:16]([CH3:18])[CH3:17])[N:11]=[C:10]3[C:19]4[C:24]([CH2:25][C:9]=23)=[CH:23][CH:22]=[CH:21][CH:20]=4)=[CH:4][CH:3]=1.[CH3:26][S:27]([OH:30])(=[O:29])=[O:28]>CC#N>[CH3:26][S:27]([OH:30])(=[O:29])=[O:28].[Cl:1][C:2]1[CH:3]=[CH:4][C:5]([C:8]2[N:12]([CH2:13][CH2:14][CH2:15][N:16]([CH3:18])[CH3:17])[N:11]=[C:10]3[C:19]4[C:24]([CH2:25][C:9]=23)=[CH:23][CH:22]=[CH:21][CH:20]=4)=[CH:6][CH:7]=1 |f:3.4|. Procedure details: A solution of 4.9 g (0.0139 mole) of the free base, 3-(4-chlorophenyl)-N,N-dimethylindeno[1,2-c]pyrazole-2(4H)-propanamine, from Example 3C, in 25 ml of MeCN is treated with 1.35 g (0.0139 mole) of MeSO3H dissolved in 5 ml of MeCN. On seeding and rubbing, the crystalline mesylate salt separates; wt., after cooling overnight, 4.1 g (66%); m.p. 151°-153°. Following recrystallization from 20 ml of MeOH-100 ml ether, the cream-colored solid weighs 3.8 g (61%); m.p. 151°-153°. Reactants: C(CCC)N1C(SCC1=O)=NC=1C=C(C#N)C=CC1 (3-(3-butyl-4-oxothiazolidin-2-ylideneamino)benzonitrile), C1(=CC=C(C=C1)S(=O)(=O)[O-])C.C[N+]1=C(SC2=C1C=CC=C2)SC (3-methyl-2-(methylthio)benzothiazol-3-ium p-toluenesulfonate), TEA. Solvent: CC#N (MeCN). Conditions: temperature 50 celsius, time 16 hour. Product: C(CCC)N1C(SC(C1=O)=C1SC2=C(N1C)C=CC=C2)=NC=2C=C(C#N)C=CC2 (3-[3-butyl-5-(3-methyl-3H-benzothiazol-2-ylidene)-4-oxothiazolidin-2-ylideneamino]benzonitrile). Isolated yield 14.0%. Reaction SMILES: [CH2:1]([N:5]1[C:9](=[O:10])[CH2:8][S:7][C:6]1=[N:11][C:12]1[CH:13]=[C:14]([CH:17]=[CH:18][CH:19]=1)[C:15]#[N:16])[CH2:2][CH2:3][CH3:4].C1(C)C=CC(S([O-])(=O)=O)=CC=1.[CH3:31][N+:32]1[C:36]2[CH:37]=[CH:38][CH:39]=[CH:40][C:35]=2[S:34][C:33]=1SC>CC#N>[CH2:1]([N:5]1[C:9](=[O:10])[C:8](=[C:33]2[N:32]([CH3:31])[C:36]3[CH:37]=[CH:38][CH:39]=[CH:40][C:35]=3[S:34]2)[S:7][C:6]1=[N:11][C:12]1[CH:13]=[C:14]([CH:17]=[CH:18][CH:19]=1)[C:15]#[N:16])[CH2:2][CH2:3][CH3:4] |f:1.2|. Reported procedure: To a 8 mL vial was added 3-(3-butyl-4-oxothiazolidin-2-ylideneamino)benzonitrile (55 mg, 0.20 mmol), 3-methyl-2-(methylthio)benzothiazol-3-ium p-toluenesulfonate (73 mg, 0.20 mmol), anhydrous MeCN (2 mL) and TEA (70 μL, 0.50 mmol). The reaction mixture was first warmed to 50° C. and the resulting solution was allowed to stir at room temperature for 16 h. The product mixture was concentrated under reduced pressure, chromatographed (silica gel, 1:99 MeOH/DCM) and then recrystallized from MeCN to g... Reactants: [OH-].[Na+] (sodium hydroxide), C(C)(C)(C)NNC(C1=CC=CC=C1)=O (N'-t-butyl-N-benzoylhydrazine), S1C(=CC=C1)C(=O)Cl (2-thiophene-carbonylchloride). Solvent: C1(=CC=CC=C1)C (toluene). Reaction conditions: time 14 hour. Product: C(C)(C)(C)N(NC(C1=CC=CC=C1)=O)C(=O)C=1SC=CC1 (N'-t-butyl-N-benzoyl-N'-(2-thiophenecarbonyl)hydrazine). As a reaction SMILES: [C:1]([NH:5][NH:6][C:7](=[O:14])[C:8]1[CH:13]=[CH:12][CH:11]=[CH:10][CH:9]=1)([CH3:4])([CH3:3])[CH3:2].[OH-].[Na+].[S:17]1[CH:21]=[CH:20][CH:19]=[C:18]1[C:22](Cl)=[O:23]>C1(C)C=CC=CC=1>[C:1]([N:5]([C:22]([C:18]1[S:17][CH:21]=[CH:20][CH:19]=1)=[O:23])[NH:6][C:7](=[O:14])[C:8]1[CH:9]=[CH:10][CH:11]=[CH:12][CH:13]=1)([CH3:4])([CH3:2])[CH3:3] |f:1.2|. Procedure: N'-t-butyl-N-benzoylhydrazine (1.0 g) was dissolved in 20 ml toluene. 50% aqueous sodium hydroxide (1.25 g) was added followed by 2-thiophene-carbonylchloride (0.76 g). The mixture was stirred at room temperature for 14 hours. The solid product, N'-t-butyl-N-benzoyl-N'-(2-thiophenecarbonyl)hydrazine, was removed by filtration and washed with water. m.p. >200° C. Reactants: COC(=O)c1ccccc1OCC(C)C, CCOC(C)=O, CO, Cl, [Na+], [OH-], O. The product is CC(C)COc1ccccc1C(=O)O. RXN SMILES: [CH2:1]([CH:2]([CH3:3])[CH3:4])[O:5][c:6]1[c:7]([C:8](=[O:9])[O:10][CH3:11])[cH:12][cH:13][cH:14][cH:15]1.[CH3:18][CH2:19][O:20][C:21](=[O:22])[CH3:23].[CH3:25][OH:26].[ClH:24].[Na+:17].[OH-:16].[OH2:27]>>[CH2:1]([CH:2]([CH3:3])[CH3:4])[O:5][c:6]1[c:7]([C:8](=[O:9])[OH:10])[cH:12][cH:13][cH:14][cH:15]1. Reactants: C(C)OC(C)=O (ethylacetate), ClCCCNC(=O)NC=1C=NC=CC1C (1-(3-Chloro-propyl)-3-(4-methyl-pyridin-3-yl)-urea), [H-].[Na+] (sodium hydride). Solvent: CN(C)C=O (DMF), C1CCOC1 (THF). Run at time 1 hour. Product: CC1=C(C=NC=C1)N1C(NCCC1)=O (1-(4-methyl-pyridin-3-yl)-tetrahydro-pyrimidin-2-one). Yield: 96.1%. As a reaction SMILES: Cl[CH2:2][CH2:3][CH2:4][NH:5][C:6]([NH:8][C:9]1[CH:10]=[N:11][CH:12]=[CH:13][C:14]=1[CH3:15])=[O:7].[H-].[Na+].C(OC(=O)C)C>CN(C=O)C.C1COCC1>[CH3:15][C:14]1[CH:13]=[CH:12][N:11]=[CH:10][C:9]=1[N:8]1[CH2:2][CH2:3][CH2:4][NH:5][C:6]1=[O:7] |f:1.2|. Reported procedure: 1-(3-Chloro-propyl)-3-(4-methyl-pyridin-3-yl)-urea (I-130a: 2 g, 9.25 mmol) in dry DMF (15 mL) was added to a stirred mixture of sodium hydride (330 mg, 13.87 mmol) in THF (30 mL) at 0° C. The reaction was stirred at room temperature for 1 hour. The reaction was monitored by TLC (100% ethylacetate). The reaction mixture was quenched with MeOH at 0° C., concentrated under reduced pressure and partitioned between ice water and chloroform. The organic layer was washed with brine solution, dried ove...